Dataset: the Open Reaction Database (ORD), a public repository of structured organic reaction records. Task: describe an organic reaction: reactants, conditions, products, and yield RXN SMILES: [Br:1][c:2]1[cH:3][cH:4][c:5]([CH2:8][CH2:9][CH2:10][O:11][Si:12]([CH3:13])([CH3:14])[C:15]([CH3:16])([CH3:17])[CH3:18])[cH:6][cH:7]1.[C:24](=[O:25])([O-:26])[O-:27].[K+:23].[NH2:30][c:31]1[c:32]([C:38](=[O:39])[NH:40][c:41]2[cH:42][n:43][cH:44][cH:45][cH:46]2)[n:33][c:34]([Br:37])[cH:35][n:36]1.[Na+:28].[Na+:29].[O-:19][C:20]([CH3:21])=[O:22].[O:47]1[CH2:48][CH2:49][O:50][CH2:51][CH2:52]1.[OH2:53]>>[c:2]1(-[c:34]2[n:33][c:32]([C:38](=[O:39])[NH:40][c:41]3[cH:42][n:43][cH:44][cH:45][cH:46]3)[c:31]([NH2:30])[n:36][cH:35]2)[cH:3][cH:4][c:5]([CH2:8][CH2:9][CH2:10][O:11][Si:12]([CH3:13])([CH3:14])[C:15]([CH3:16])([CH3:17])[CH3:18])[cH:6][cH:7]1. The reactants are CC(C)(C)[Si](C)(C)OCCCc1ccc(Br)cc1, O=C([O-])[O-], [K+], Nc1ncc(Br)nc1C(=O)Nc1cccnc1, [Na+], [Na+], CC(=O)[O-], C1COCCO1, O. Yields the product CC(C)(C)[Si](C)(C)OCCCc1ccc(-c2cnc(N)c(C(=O)Nc3cccnc3)n2)cc1. Starting materials: CCNc1nc(NC(C)(C)C)nc(SC)n1, CN(C)C(=O)Nc1ccc(Cl)c(Cl)c1. Yields the product CSc1nc(NC2CC2)nc(NC(C)(C)C)n1. Reaction SMILES: [CH3:15][CH2:16][NH:17][c:18]1[n:19][c:20]([NH:21][C:22]([CH3:23])([CH3:24])[CH3:25])[n:26][c:27]([S:28][CH3:29])[n:30]1.[CH3:1][N:2]([C:3]([NH:4][c:5]1[cH:6][c:7]([Cl:8])[c:9]([Cl:10])[cH:11][cH:12]1)=[O:13])[CH3:14]>>[CH2:1]1[CH2:15][CH:16]1[NH:17][c:18]1[n:19][c:20]([NH:21][C:22]([CH3:23])([CH3:24])[CH3:25])[n:26][c:27]([S:28][CH3:29])[n:30]1. The reactants are C(=O)(OC(C)(C)C)N[C@H](C)C(=O)O (Boc-D-alanine), F[B-](F)(F)F.N1(N=NC2=C1C=CC=C2)OC(=[N+](C)C)N(C)C (O-benzotriazol-1-yl-N,N,N′,N′-tetramethyluronium tetrafluoroborate), Cl.C(#N)C1CNC1 (3-Cyanoazetidine hydrochloride), C(C)(C)N(C(C)C)CC (N,N-diisopropylethylamine). Isolated yield 67.9%. Conditions: time 16 hour. As a reaction SMILES: [C:1]([NH:8][C@@H:9]([C:11]([OH:13])=O)[CH3:10])([O:3][C:4]([CH3:7])([CH3:6])[CH3:5])=[O:2].F[B-](F)(F)F.N1(OC(N(C)C)=[N+](C)C)C2C=CC=CC=2N=N1.Cl.[C:37]([CH:39]1[CH2:42][NH:41][CH2:40]1)#[N:38].C(N(CC)C(C)C)(C)C>ClCCl.C(OCC)(=O)C.O>[C:4]([O:3][C:1](=[O:2])[NH:8][C@H:9]([CH3:10])[C:11]([N:41]1[CH2:42][CH:39]([C:37]#[N:38])[CH2:40]1)=[O:13])([CH3:5])([CH3:6])[CH3:7] |f:1.2,3.4|. The solvent is C(C)(=O)OCC (ethyl acetate), O (Water), ClCCl (dichloromethane). Procedure: Boc-D-alanine (1.0 g, 5.29 mmol) and O-benzotriazol-1-yl-N,N,N′,N′-tetramethyluronium tetrafluoroborate (1.87 g, 5.81 mmol) were dissolved in dichloromethane. 3-Cyanoazetidine hydrochloride (0.94 g, 7.93 mmol) and then N,N-diisopropylethylamine (2.3 mL, 13.2 mmol) were added and the mixture was stirred at room temperature for 16 h. Water and ethyl acetate were added and the layers were separated. The aqueous layer was extracted once more with ethyl acetate. The combined organic layers were washe... Product: C(C)(C)(C)OC(N[C@@H](C(=O)N1CC(C1)C#N)C)=O ([(R)-2-(3-cyano-azetidin-1-yl)-1-methyl-2-oxo-ethyl]-carbamic acid tert-butyl ester).